From a dataset of the Open Reaction Database (ORD), a public repository of structured organic reaction records. describe an organic reaction: reactants, conditions, products, and yield Procedure details: Reaction of thieno[3,2-c]pyridine (13.5 g) with orthomethoxy-phenacyl bromide (21.3 g) according to the procedure of Example 1 gives white crystals (27.34 g) having a melting point (Koefler block) of 258°-260° C. As a reaction SMILES: [S:1]1[C:9]2[CH:8]=[CH:7][N:6]=[CH:5][C:4]=2[CH:3]=[CH:2]1.[CH3:10][O:11][C:12]1[CH:21]=[CH:20][CH:19]=[CH:18][C:13]=1[C:14](=[O:17])[CH2:15][Br:16]>>[Br-:16].[CH3:10][O:11][C:12]1[CH:21]=[CH:20][CH:19]=[CH:18][C:13]=1[C:14](=[O:17])[CH2:15][N+:6]1[CH:7]=[CH:8][C:9]2[S:1][CH:2]=[CH:3][C:4]=2[CH:5]=1 |f:2.3|. Starting materials: S1C=CC=2C=NC=CC21 (thieno[3,2-c]pyridine), COC1=C(C(CBr)=O)C=CC=C1 (orthomethoxy-phenacyl bromide). The product is [Br-].COC1=C(C(C[N+]2=CC3=C(C=C2)SC=C3)=O)C=CC=C1 (5-(o-methoxy-phenacyl)-thieno[3,2-c]pyridinium bromide). The yield is 80.7%. Starting materials: TEA, [N-]=[N+]=[N-].[Na+] (sodium azide), C(C)(C)(C)NC=1C(=NC2=CC=CC(=C2N1)C1=CC2=C(N1)C(NC2=O)CCO)C (2-(3-(tert-butylamino)-2-methylquinoxalin-5-yl)-6-(2-hydroxyethyl)-5,6-dihydropyrrolo[3,4-b]pyrrol-4(1H)-one), CS(=O)(=O)Cl (methanesulfonyl chloride). Run in CCOC(=O)C (EtOAc), C(Cl)Cl (DCM), C(Cl)Cl (DCM). Conditions: temperature 0 celsius, time 30 minute. Yields the product N(=[N+]=[N-])CCC1NC(C2=C1NC(=C2)C2=C1N=C(C(=NC1=CC=C2)C)NC(C)(C)C)=O (6-(2-azidoethyl)-2-(3-(tert-butylamino)-2-methylquinoxalin-5-yl)-5,6-dihydropyrrolo[3,4-b]pyrrol-4(1H)-one). The yield is 61.5%. As a reaction SMILES: [C:1]([NH:5][C:6]1[C:7]([CH3:28])=[N:8][C:9]2[C:14]([N:15]=1)=[C:13]([C:16]1[NH:20][C:19]3[CH:21]([CH2:25][CH2:26]O)[NH:22][C:23](=[O:24])[C:18]=3[CH:17]=1)[CH:12]=[CH:11][CH:10]=2)([CH3:4])([CH3:3])[CH3:2].CS(Cl)(=O)=O.[N-:34]=[N+:35]=[N-:36].[Na+]>C(Cl)Cl.CCOC(C)=O>[N:34]([CH2:26][CH2:25][CH:21]1[C:19]2[NH:20][C:16]([C:13]3[CH:12]=[CH:11][CH:10]=[C:9]4[C:14]=3[N:15]=[C:6]([NH:5][C:1]([CH3:2])([CH3:3])[CH3:4])[C:7]([CH3:28])=[N:8]4)=[CH:17][C:18]=2[C:23](=[O:24])[NH:22]1)=[N+:35]=[N-:36] |f:2.3|. Procedure details: To a suspension of 2-(3-(tert-butylamino)-2-methylquinoxalin-5-yl)-6-(2-hydroxyethyl)-5,6-dihydropyrrolo[3,4-b]pyrrol-4(1H)-one (462) (149 mg, 0.39 mmol) in 5 mL of DCM at 0° C. was added TEA (0.27 mL, 1.96 mmol) followed by methanesulfonyl chloride (33.4 μL, 0.43 mmol). It was stirred at 0° C. for 30 min, diluted with 30 mL of DCM, washed sequentially with 5 mL of water, 5 mL of sat NaHCO3 and 5 mL of brine. The DCM solution was dried over Na2SO4 and concentrated. The brown residue was dissolve... The reactants are BrC1=C(C(=C(C(=C1F)F)F)F)Br (1,2-dibromo-3,4,5,6-tetrafluorobenzene), FC1=CC=C(C=C1)B(O)O (4-fluorophenylboronic acid), CSC1=CC=C(C=C1)B(O)O (4-methylthiophenylboronic acid), C(=O)([O-])[O-].[Na+].[Na+] (Na2CO3). Reagents/catalysts: C=1C=CC(=CC1)[P](C=2C=CC=CC2)(C=3C=CC=CC3)[Pd]([P](C=4C=CC=CC4)(C=5C=CC=CC5)C=6C=CC=CC6)([P](C=7C=CC=CC7)(C=8C=CC=CC8)C=9C=CC=CC9)[P](C=1C=CC=CC1)(C=1C=CC=CC1)C=1C=CC=CC1 (Pd(PPh3)4). Run in C1(=CC=CC=C1)C (toluene), C(C)O (ethanol). The product is FC1=C(C(=C(C(=C1C1=CC=C(C=C1)SC)C1=CC=C(C=C1)F)F)F)F (1,2,3,4-tetrafluoro-5-(4-fluorophenyl)-6-[4-(methylthio)phenyl]benzene). Isolated yield 126.1%. RXN SMILES: Br[C:2]1[C:7]([F:8])=[C:6]([F:9])[C:5]([F:10])=[C:4]([F:11])[C:3]=1Br.[F:13][C:14]1[CH:19]=[CH:18][C:17](B(O)O)=[CH:16][CH:15]=1.[CH3:23][S:24][C:25]1[CH:30]=[CH:29][C:28](B(O)O)=[CH:27][CH:26]=1.C([O-])([O-])=O.[Na+].[Na+]>C1(C)C=CC=CC=1.C(O)C.C1C=CC([P]([Pd]([P](C2C=CC=CC=2)(C2C=CC=CC=2)C2C=CC=CC=2)([P](C2C=CC=CC=2)(C2C=CC=CC=2)C2C=CC=CC=2)[P](C2C=CC=CC=2)(C2C=CC=CC=2)C2C=CC=CC=2)(C2C=CC=CC=2)C2C=CC=CC=2)=CC=1>[F:8][C:7]1[C:2]([C:28]2[CH:29]=[CH:30][C:25]([S:24][CH3:23])=[CH:26][CH:27]=2)=[C:3]([C:17]2[CH:18]=[CH:19][C:14]([F:13])=[CH:15][CH:16]=2)[C:4]([F:11])=[C:5]([F:10])[C:6]=1[F:9] |f:3.4.5,^1:53,55,74,93|. Reported procedure: Under nitrogen, 1 g of Pd(PPh3)4 was added to a stirred solution of 4.85 g (15.8 mmol) of 1,2-dibromo-3,4,5,6-tetrafluorobenzene (Aldrich), 2.65 g (18.9 mmol) of 4-fluorophenylboronic acid, and 3.17 g (18.9 mmol) of 4-methylthiophenylboronic acid (Example 1, Step 2) in 80 mL of toluene, 50 mL of ethanol, and 35 mL of 2M Na2CO3. After vigorous stirring at reflux overnight, the solvent was removed in vacuo. The residue was dissolved in ethyl acetate, washed water, and dried over Na2SO4. Concentrat... The reactants are CS(=O)(=O)O, O=C(O)CCCc1ccc2ccccc2c1. Yields the product O=C1CCCc2ccc3ccccc3c21. As a reaction SMILES: [CH3:17][S:18]([OH:19])(=[O:20])=[O:21].[cH:1]1[c:2]([CH2:11][CH2:12][CH2:13][C:14](=[O:15])[OH:16])[cH:3][cH:4][c:5]2[cH:6][cH:7][cH:8][cH:9][c:10]12>>[c:1]12[c:2]([cH:3][cH:4][c:5]3[cH:6][cH:7][cH:8][cH:9][c:10]13)[CH2:11][CH2:12][CH2:13][C:14]2=[O:16].